From a dataset of the Open Reaction Database (ORD), a public repository of structured organic reaction records. describe an organic reaction: reactants, conditions, products, and yield Reactants: CCO, I, CN(C)CCN1C(=O)COc2cc(N)ccc21, [Na+], O=C([O-])O, CSC(=N)c1cccs1. Yields the product CN(C)CCN1C(=O)COc2cc(NC(=N)c3cccs3)ccc21. Reaction SMILES: [CH3:28][CH2:29][OH:30].[IH:18].[NH2:1][c:2]1[cH:3][cH:4][c:5]2[c:6]([cH:17]1)[O:7][CH2:8][C:9](=[O:16])[N:10]2[CH2:11][CH2:12][N:13]([CH3:14])[CH3:15].[Na+:35].[O-:31][C:32]([OH:33])=[O:34].[s:19]1[c:20]([C:24](=[NH:25])[S:26][CH3:27])[cH:21][cH:22][cH:23]1>>[NH:1]([c:2]1[cH:3][cH:4][c:5]2[c:6]([cH:17]1)[O:7][CH2:8][C:9](=[O:16])[N:10]2[CH2:11][CH2:12][N:13]([CH3:14])[CH3:15])[C:24]([c:20]1[s:19][cH:23][cH:22][cH:21]1)=[NH:25].